From a dataset of the Open Reaction Database (ORD), a public repository of structured organic reaction records. describe an organic reaction: reactants, conditions, products, and yield Starting materials: [C-]#N, C1CC2CNCC2C1, Cl, [K+], [K+], [K+], [Na+], [Na+], [OH-], O=P([O-])([O-])[O-]. Product: N#CC1NCC2CCCC21. Reaction SMILES: [C-:12]#[N:13].[CH2:2]1[NH:3][CH2:4][CH:5]2[CH:6]1[CH2:7][CH2:8][CH2:9]2.[ClH:1].[K+:20].[K+:21].[K+:22].[Na+:11].[Na+:14].[OH-:10].[P:15]([O-:16])([O-:17])([O-:18])=[O:19]>>[CH:2]1([C:12]#[N:13])[NH:3][CH2:4][CH:5]2[CH:6]1[CH2:7][CH2:8][CH2:9]2. The solvent is ClCCl.CO (dichloromethane methanol). Reported procedure: Prepared analogously to Example 25c from N-(4-cyanophenyl)glycine and 3-amino-4-methylaminobenzoic acid-N-(2-pyridyl)-N-(2-ethoxycarbonylethyl)amide. Yield: 61% of theory; Rf value: 0.62 (silica gel; dichloromethane/methanol=19:1). The reactants are C(#N)C1=CC=C(C=C1)NCC(=O)O (N-(4-cyanophenyl)glycine), N1=C(C=CC=C1)N(C(C1=CC(=C(C=C1)NC)N)=O)CCC(=O)OCC (3-amino-4-methylaminobenzoic acid-N-(2-pyridyl)-N-(2-ethoxycarbonylethyl)amide). Isolated yield 61.0%. Yields the product N1=C(C=CC=C1)N(C(=O)C1=CC2=C(N(C(=N2)CNC2=CC=C(C=C2)C#N)C)C=C1)CCC(=O)OCC (1-Methyl-2-[N-(4-cyanophenyl)aminomethyl]benzimidazol-5-yl-carboxylic acid-N-(2-pyridyl)-N-(2-ethoxycarbonylethyl)amide). As a reaction SMILES: [C:1]([C:3]1[CH:8]=[CH:7][C:6]([NH:9][CH2:10][C:11](O)=O)=[CH:5][CH:4]=1)#[N:2].[N:14]1[CH:19]=[CH:18][CH:17]=[CH:16][C:15]=1[N:20]([CH2:32][CH2:33][C:34]([O:36][CH2:37][CH3:38])=[O:35])[C:21](=[O:31])[C:22]1[CH:27]=[CH:26][C:25]([NH:28][CH3:29])=[C:24]([NH2:30])[CH:23]=1>ClCCl.CO>[N:14]1[CH:19]=[CH:18][CH:17]=[CH:16][C:15]=1[N:20]([CH2:32][CH2:33][C:34]([O:36][CH2:37][CH3:38])=[O:35])[C:21]([C:22]1[CH:27]=[CH:26][C:25]2[N:28]([CH3:29])[C:11]([CH2:10][NH:9][C:6]3[CH:5]=[CH:4][C:3]([C:1]#[N:2])=[CH:8][CH:7]=3)=[N:30][C:24]=2[CH:23]=1)=[O:31] |f:2.3|. Starting materials: C(C)OCC (diethyl ether), ClC1=CC=CC=2OC(OC21)(F)F (4-Chloro-2,2-difluorobenzo[d][1,3]dioxole), C(C)(C)OB1OC(C(O1)(C)C)(C)C (2-Isopropoxy-4,4,5,5-tetramethyl-1,3,2-dioxaborolane), [Li+].CCC[CH2-] (N-Butyllithium). Solvent: O1CCCC1 (tetrahydrofuran). Reaction conditions: temperature -75 celsius, time 1 hour. The product is ClC1=CC=C(C2=C1OC(O2)(F)F)B2OC(C(O2)(C)C)(C)C (2-(7-Chloro-2,2-difluorobenzo[d][1,3]dioxol-4-yl)-4,4,5,5-tetramethyl-1,3,2-dioxaborolane). Isolated yield 77.0%. RXN SMILES: [Cl:1][C:2]1[C:10]2[O:9][C:8]([F:12])([F:11])[O:7][C:6]=2[CH:5]=[CH:4][CH:3]=1.[Li+].CCC[CH2-].C(O[B:22]1[O:26][C:25]([CH3:28])([CH3:27])[C:24]([CH3:30])([CH3:29])[O:23]1)(C)C.C(OCC)C>O1CCCC1>[Cl:1][C:2]1[C:10]2[O:9][C:8]([F:12])([F:11])[O:7][C:6]=2[C:5]([B:22]2[O:26][C:25]([CH3:28])([CH3:27])[C:24]([CH3:30])([CH3:29])[O:23]2)=[CH:4][CH:3]=1 |f:1.2|. Procedure details: 4-Chloro-2,2-difluorobenzo[d][1,3]dioxole (3 g, 15.58 mmol) was dissolved in tetrahydrofuran (50 mL) and cooled to −75° C. N-Butyllithium (2.5 M in hexanes; 6.86 mL, 17.14 mmol) was added dropwise keeping the temperature below −65° C. The reaction mixture was then stirred at −75° C. for 1 h to ensure complete deprotonation. 2-Isopropoxy-4,4,5,5-tetramethyl-1,3,2-dioxaborolane (3.19 g, 17.14 mmol) was then added to the reaction mixture dropwise keeping the temperature below −65° C. The reaction m... The reactants are B, COc1cc2nccc(Oc3ccc(NC(=O)COc4c(OC)cccc4OC)c(C)c3C)c2cc1OC, Cl, [Na+], C1CCOC1, C1CCOC1, [OH-]. The product is COc1cc2nccc(Oc3ccc(NCCOc4c(OC)cccc4OC)c(C)c3C)c2cc1OC. RXN SMILES: [BH3:44].[CH3:1][O:2][c:3]1[cH:4][c:5]2[c:6]([O:15][c:16]3[c:17]([CH3:38])[c:18]([CH3:37])[c:19]([NH:22][C:23]([CH2:24][O:25][c:26]4[c:27]([O:34][CH3:35])[cH:28][cH:29][cH:30][c:31]4[O:32][CH3:33])=[O:36])[cH:20][cH:21]3)[cH:7][cH:8][n:9][c:10]2[cH:11][c:12]1[O:13][CH3:14].[ClH:45].[Na+:47].[O:39]1[CH2:40][CH2:41][CH2:42][CH2:43]1.[O:48]1[CH2:49][CH2:50][CH2:51][CH2:52]1.[OH-:46]>>[CH3:1][O:2][c:3]1[cH:4][c:5]2[c:6]([O:15][c:16]3[c:17]([CH3:38])[c:18]([CH3:37])[c:19]([NH:22][CH2:23][CH2:24][O:25][c:26]4[c:27]([O:34][CH3:35])[cH:28][cH:29][cH:30][c:31]4[O:32][CH3:33])[cH:20][cH:21]3)[cH:7][cH:8][n:9][c:10]2[cH:11][c:12]1[O:13][CH3:14]. The reactants are CC(C)(OC(=O)[C@@H](CCN1C(C=2C=C3C(=CC2C1=O)C=CC=C3)=O)N[C@@H](CC(C)C)C(=O)O)C (N-[(R)-1-[(1,1-dimethylethoxy)carbonyl]-3-(1,3-dihydro-1,3-dioxo-2H-benz[f]isoindol-2-yl)propyl]-L-leucine), ONC(CCC(=O)N)=O (N-hydroxysuccinamide), Cl.Cl.N1N=NN=C1CN ((1H-Tetrazol-5-ylmethyl)amine dihydrochloride), C1(CCCCC1)N=C=NC1CCCCC1 (dicyclohexylcarbodiimide). Solvent: CN(C)C=O (DMF), C(C)N(CC)CC (triethylamine). Reaction conditions: time 1 hour. The product is CC(C)(C)OC([C@@H](CCN1C(C=2C=C3C(=CC2C1=O)C=CC=C3)=O)N[C@@H](CC(C)C)C(=O)NCC3=NN=NN3)=O (4-(1,3-Dihydro-1,3-dioxo-2H-benz[f]isoindol-2-yl)-2-(R)-[[3-methyl-1-(S)-[[(1H-tetrazol-5-ylmethyl)amino]carbonyl]butyl]amino]-butanoic acid-1,1-dimethylethyl ester). As a reaction SMILES: [CH3:1][C:2]([CH3:34])([O:4][C:5]([C@H:7]([NH:25][C@H:26]([C:31]([OH:33])=O)[CH2:27][CH:28]([CH3:30])[CH3:29])[CH2:8][CH2:9][N:10]1[C:18](=[O:19])[C:17]2[CH:16]=[C:15]3[CH:20]=[CH:21][CH:22]=[CH:23][C:14]3=[CH:13][C:12]=2[C:11]1=[O:24])=[O:6])[CH3:3].ONC(=O)CCC(N)=O.C1(N=C=NC2CCCCC2)CCCCC1.Cl.Cl.[NH:61]1[C:65]([CH2:66][NH2:67])=[N:64][N:63]=[N:62]1>CN(C=O)C.C(N(CC)CC)C>[CH3:3][C:2]([O:4][C:5](=[O:6])[C@H:7]([NH:25][C@H:26]([C:31]([NH:67][CH2:66][C:65]1[NH:64][N:63]=[N:62][N:61]=1)=[O:33])[CH2:27][CH:28]([CH3:30])[CH3:29])[CH2:8][CH2:9][N:10]1[C:18](=[O:19])[C:17]2[CH:16]=[C:15]3[CH:20]=[CH:21][CH:22]=[CH:23][C:14]3=[CH:13][C:12]=2[C:11]1=[O:24])([CH3:1])[CH3:34] |f:3.4.5|. Procedure details: 50 mg of N-[(R)-1-[(1,1-dimethylethoxy)carbonyl]-3-(1,3-dihydro-1,3-dioxo-2H-benz[f]isoindol-2-yl)propyl]-L-leucine, prepared as in Example L, was added to of 40 mg N-hydroxysuccinamide in 5 mL DMF. 150 mg of dicyclohexylcarbodiimide was added and the mixture was stirred for 1 h. 43 mg of (1H-Tetrazol-5-ylmethyl)amine dihydrochloride was added followed by 1 mL triethylamine. The mixture was stirred for 18 h, filtered through celite, and the solvents removed by evaporation. The resulting residue ... Reactants: C(#N)NC(=N)N (cyanoguanidine), C(C)(C)N(C(C)C)CC (N,N-diisopropylethylamine), [F-].[Cs+] (Cesium fluoride), ClC1=C(C(=C(C=C1)N=C=NC1=C(C=CC=C1)C(F)(F)F)O[Si](C)(C)C(C)(C)C)S(=O)(=O)N(C)C (N-[4-chloro-2-tert-butyldimethylsilyloxy-3-(N″,N″-dimethylaminosulfonyl)phenyl]-N′-(2-trifluoromethylphenyl)carbodiimide), N#CN (cyanamide). Yields the product ClC1=C(C(=C(C=C1)N(C(=N)NC1=C(C=CC=C1)C(F)(F)F)C#N)O)S(=O)(=O)N(C)C (N-[4-Chloro-2-hydroxy-3-(N″,N″-dimethylaminosulfonyl)phenyl]-N′-(2-trifluoromethylphenyl)cyanoguanidine). Yield: 37.0%. As a reaction SMILES: [C:1](NC(N)=N)#[N:2].[Cl:7][C:8]1[CH:13]=[CH:12][C:11]([N:14]=[C:15]=[N:16][C:17]2[CH:22]=[CH:21][CH:20]=[CH:19][C:18]=2[C:23]([F:26])([F:25])[F:24])=[C:10]([O:27][Si](C(C)(C)C)(C)C)[C:9]=1[S:35]([N:38]([CH3:40])[CH3:39])(=[O:37])=[O:36].[N:41]#CN.C(N(CC)C(C)C)(C)C.[F-].[Cs+]>>[Cl:7][C:8]1[CH:13]=[CH:12][C:11]([N:14]([C:1]#[N:2])[C:15]([NH:16][C:17]2[CH:22]=[CH:21][CH:20]=[CH:19][C:18]=2[C:23]([F:24])([F:26])[F:25])=[NH:41])=[C:10]([OH:27])[C:9]=1[S:35]([N:38]([CH3:39])[CH3:40])(=[O:36])=[O:37] |f:4.5|. Reported procedure: Following the general procedure for cyanoguanidine formation outlined in example 12, N-[4-chloro-2-tert-butyldimethylsilyloxy-3-(N″,N″-dimethylaminosulfonyl)phenyl]-N′-(2-trifluoromethylphenyl)carbodiimide (250 mg, 0.47 mmol), cyanamide (79 mg, 1.88 mmol) and N,N-diisopropylethylamine (73 mg, 0.56 mmol) were reacted, followed by desilylation with Cesium fluoride (86 mg, 0.56 mmol) to form the desired product (80 mg, 37%). EI-MS m/z 462.0 (M+). 1H NMR (DMSO-d6) δ 2.86 (s, 6H), 7.14 (d, 1H), 7.53 ... The reactants are BrC=1C=C(C=CC1)CCCNC(C(F)(F)F)=O (N-(3-(3-bromophenyl)propyl)-2,2,2-trifluoroacetamide), C(#C)C(CCC)(CCC)O (4-ethynylheptan-4-ol), CC1=C(C=CC=C1)P(C2=C(C=CC=C2)C)C3=C(C=CC=C3)C (P(o-Tol)3). Reagents/catalysts: Cl[Pd]([P](C1=CC=CC=C1)(C2=CC=CC=C2)C3=CC=CC=C3)([P](C4=CC=CC=C4)(C5=CC=CC=C5)C6=CC=CC=C6)Cl (PdCl2(PPh3)2), [Cu]I (CuI). The solvent is C(C)N(CC)CC (triethylamine), CN(C)C=O (DMF). Run at temperature 90 celsius, time 8 hour. Product: C(C)C(CCC=1C=C(C=CC1)CCCNC(C(F)(F)F)=O)(CC)O (N-(3-(3-(3-ethyl-3-hydroxypentyl)phenyl)propyl)-2,2,2-trifluoroacetamide). As a reaction SMILES: Br[C:2]1[CH:3]=[C:4]([CH2:8][CH2:9][CH2:10][NH:11][C:12](=[O:17])[C:13]([F:16])([F:15])[F:14])[CH:5]=[CH:6][CH:7]=1.[C:18]([C:20]([OH:27])([CH2:24][CH2:25]C)[CH2:21][CH2:22]C)#[CH:19].CC1C=CC=CC=1P(C1C=CC=CC=1C)C1C=CC=CC=1C>C(N(CC)CC)C.CN(C=O)C.Cl[Pd](Cl)([P](C1C=CC=CC=1)(C1C=CC=CC=1)C1C=CC=CC=1)[P](C1C=CC=CC=1)(C1C=CC=CC=1)C1C=CC=CC=1.[Cu]I>[CH2:18]([C:20]([OH:27])([CH2:24][CH3:25])[CH2:21][CH2:22][C:2]1[CH:3]=[C:4]([CH2:8][CH2:9][CH2:10][NH:11][C:12](=[O:17])[C:13]([F:16])([F:15])[F:14])[CH:5]=[CH:6][CH:7]=1)[CH3:19] |^1:64,83|. Procedure details: To a degassed solution of N-(3-(3-bromophenyl)propyl)-2,2,2-trifluoroacetamide (10) (2.29 g, 7.4 mmol) and 4-ethynylheptan-4-ol (2.4 g, 18.5 mmol) in triethylamine (2 mL) and DMF (18 mL) was added PdCl2(PPh3)2 (0.130 g, 0.185 mmol), P(o-Tol)3 (0.113 g, 0.37 mmol), and CuI (0.070 g, 0.37 mmol). The resulting mixture was degassed and stirred under argon at 90° C. overnight. The mixture was cooled to room temperature and the solids were removed by filtration through Celite. The filtrate was partiti... The reactants are O (water), C12=CC=CC=3C4=NC=CC=C4C=C(C13)C(=O)OC2=O (5-Azaphenanthrene-1,10-dicarboxylic anhydride), [N+](=O)([O-])[O-].[Na+] (sodium nitrate), [N+](=O)([O-])[O-].[Na+] (sodium nitrate). Run in S(O)(O)(=O)=O (sulfuric acid). Run at temperature 65 celsius. Yields the product [N+](=O)([O-])C=1C=C2C=3C(=CC4=CC=CN=C4C3C1)C(=O)OC2=O (3-Nitro-5-azaphenanthrene-1,10-dicarboxylic Anhydride). The yield is 182.5%. As a reaction SMILES: [C:1]12[C:18](=[O:19])[O:17][C:15](=[O:16])[C:13]3[C:14]1=[C:5]([C:6]1[C:11]([CH:12]=3)=[CH:10][CH:9]=[CH:8][N:7]=1)[CH:4]=[CH:3][CH:2]=2.[N+:20]([O-])([O-:22])=[O:21].[Na+].O>S(=O)(=O)(O)O>[N+:20]([C:3]1[CH:2]=[C:1]2[C:18](=[O:19])[O:17][C:15](=[O:16])[C:13]3=[CH:12][C:11]4[C:6]([C:5]([CH:4]=1)=[C:14]23)=[N:7][CH:8]=[CH:9][CH:10]=4)([O-:22])=[O:21] |f:1.2|. Reported procedure: 5-Azaphenanthrene-1,10-dicarboxylic anhydride (17.0 g, 68.2 mmol) was dissolved in concentrated sulfuric acid (70 mL) and sodium nitrate (2.90 g, 34.1 mmol) was added to the warm solution. This mixture was heated to 65° C. and three additional aliquots of sodium nitrate (2.90 g, 34.1 mmol) were added after 5, 22, and 30 h. Each aliquot caused about a 20° C. temperature rise, with the temperature stabilizing again at about 65° C. The solution was heated for an additional 14 h after the last addit...